From a dataset of the Open Reaction Database (ORD), a public repository of structured organic reaction records. describe an organic reaction: reactants, conditions, products, and yield Starting materials: CC(C)Cc1c([N+](=O)[O-])cnc2ccccc12, Cc1ccccc1. Product: CC(C)Cc1c(N)cnc2ccccc12. RXN SMILES: [CH2:1]([CH:2]([CH3:3])[CH3:4])[c:5]1[c:6]([N+:15]([O-:16])=[O:17])[cH:7][n:8][c:9]2[cH:10][cH:11][cH:12][cH:13][c:14]12.[CH3:18][c:19]1[cH:20][cH:21][cH:22][cH:23][cH:24]1>>[CH2:1]([CH:2]([CH3:3])[CH3:4])[c:5]1[c:6]([NH2:15])[cH:7][n:8][c:9]2[cH:10][cH:11][cH:12][cH:13][c:14]12. Reactants: CCS(=O)(=O)N1CCC(CN)(CC(C)C)CC1, O=C(O)c1ccc(C(F)(F)F)cc1Cl, ClCCl. Product: CCS(=O)(=O)N1CCC(CNC(=O)c2ccc(C(F)(F)F)cc2Cl)(CC(C)C)CC1. RXN SMILES: [CH2:1]([CH3:2])[S:3](=[O:4])(=[O:5])[N:6]1[CH2:7][CH2:8][C:9]([CH2:12][CH:13]([CH3:14])[CH3:15])([CH2:16][NH2:17])[CH2:10][CH2:11]1.[Cl:18][c:19]1[c:20]([C:21](=[O:22])[OH:23])[cH:24][cH:25][c:26]([C:28]([F:29])([F:30])[F:31])[cH:27]1.[Cl:32][CH2:33][Cl:34]>>[CH2:1]([CH3:2])[S:3](=[O:4])(=[O:5])[N:6]1[CH2:7][CH2:8][C:9]([CH2:12][CH:13]([CH3:14])[CH3:15])([CH2:16][NH:17][C:21]([c:20]2[c:19]([Cl:18])[cH:27][c:26]([C:28]([F:29])([F:30])[F:31])[cH:25][cH:24]2)=[O:22])[CH2:10][CH2:11]1. The reactants are COC1=C(C=O)C=C(C=C1)[N+](=O)[O-] (2-methoxy-5-nitrobenzaldehyde), C(CO)O (ethylene glycol). The reagents and catalysts are CC1(C2CCC1(C(=O)C2)CS(=O)(=O)O)C (CSA). Yields the product COC1=C(C=C(C=C1)[N+](=O)[O-])C1OCCO1 (2-(2-methoxy-5-nitrophenyl)-1,3-dioxolane). Isolated yield 80.5%. RXN SMILES: [CH3:1][O:2][C:3]1[CH:10]=[CH:9][C:8]([N+:11]([O-:13])=[O:12])=[CH:7][C:4]=1[CH:5]=[O:6].[CH2:14](O)[CH2:15][OH:16]>CC1(C)C2(CS(O)(=O)=O)C(CC1CC2)=O>[CH3:1][O:2][C:3]1[CH:10]=[CH:9][C:8]([N+:11]([O-:13])=[O:12])=[CH:7][C:4]=1[CH:5]1[O:16][CH2:15][CH2:14][O:6]1. Reported procedure: A solution of 2-methoxy-5-nitrobenzaldehyde (100 g, 550 mmol), ethylene glycol (36.9 ml, 660 mmol) and CSA (5.00 g) was heated at reflux under dehydrating condition for 5 hr. After removal of the solvent, triethylamine (6 ml) was added to the residue and the mixture was recrystallized from first ethyl acetate and from next isopropanol to give 2-(2-methoxy-5-nitrophenyl)-1,3-dioxolane (99.7 g, 80.5%) as a yellow solid. The reactants are CCSCCn1cc(C(=O)NCc2ccc(Cl)cc2)c(=O)c2cc(CN3CCOCC3)ccc21, O=C(OO)c1cccc(Cl)c1, ClCCl, O, Cc1ccc(S(=O)(=O)O)cc1. Product: CCS(=O)CCn1cc(C(=O)NCc2ccc(Cl)cc2)c(=O)c2cc(CN3CCOCC3)ccc21. RXN SMILES: [Cl:1][c:2]1[cH:3][cH:4][c:5]([CH2:6][NH:7][C:8](=[O:9])[c:10]2[cH:11][n:12]([CH2:28][CH2:29][S:30][CH2:31][CH3:32])[c:13]3[cH:14][cH:15][c:16]([CH2:21][N:22]4[CH2:23][CH2:24][O:25][CH2:26][CH2:27]4)[cH:17][c:18]3[c:19]2=[O:20])[cH:33][cH:34]1.[Cl:47][c:48]1[cH:49][c:50]([C:54]([O:55][OH:56])=[O:57])[cH:51][cH:52][cH:53]1.[Cl:58][CH2:59][Cl:60].[OH2:35].[c:36]1([CH3:37])[cH:38][cH:39][c:40]([S:41]([OH:42])(=[O:43])=[O:44])[cH:45][cH:46]1>>[Cl:1][c:2]1[cH:3][cH:4][c:5]([CH2:6][NH:7][C:8](=[O:9])[c:10]2[cH:11][n:12]([CH2:28][CH2:29][S:30]([CH2:31][CH3:32])=[O:43])[c:13]3[cH:14][cH:15][c:16]([CH2:21][N:22]4[CH2:23][CH2:24][O:25][CH2:26][CH2:27]4)[cH:17][c:18]3[c:19]2=[O:20])[cH:33][cH:34]1. Reactants: C(C=C)N1C(NC(C1=O)C(C1=CC=CC=C1)=O)=S (3-allyl-5-benzoyl-2-thiohydantoin), C(C1=CC=CC=C1)Cl (benzyl chloride), CC(C)([O-])C.[K+] (potassium tert-butoxide). Solvent: O1CCCC1 (tetrahydrofuran), O1CCCC1 (tetrahydrofuran), C(C)(=O)OCC (ethyl acetate). The product is C1(=CC=CC=C1)C(=C1C(N(C(N1)=S)CC=C)=O)OCC1=CC=CC=C1 (5-[Phenyl(phenylmethoxy)methylene]-3-allyl-2-thiohydantoin). Yield: 123.7%. Reaction SMILES: [CH2:1]([N:4]1[C:8](=[O:9])[CH:7]([C:10](=[O:17])[C:11]2[CH:16]=[CH:15][CH:14]=[CH:13][CH:12]=2)[NH:6][C:5]1=[S:18])[CH:2]=[CH2:3].[CH2:19](Cl)[C:20]1[CH:25]=[CH:24][CH:23]=[CH:22][CH:21]=1.CC(C)([O-])C.[K+]>O1CCCC1.C(OCC)(=O)C>[C:11]1([C:10]([O:17][CH2:19][C:20]2[CH:25]=[CH:24][CH:23]=[CH:22][CH:21]=2)=[C:7]2[NH:6][C:5](=[S:18])[N:4]([CH2:1][CH:2]=[CH2:3])[C:8]2=[O:9])[CH:16]=[CH:15][CH:14]=[CH:13][CH:12]=1 |f:2.3|. Procedure details: To a solution of 3-allyl-5-benzoyl-2-thiohydantoin (0.098 g, 0.0003 mol) and benzyl chloride (0.042 g, 0.00033 mol) in tetrahydrofuran (2 mL) was added a solution of 1M potassium tert-butoxide in tetrahydrofuran (0.33 mL, 0.00033 mol) under argon. A cherry solid was formed in the reaction mixture. The resulting mixture was heated at reflux for 1 hr and then cooled to room temperature. The reaction mixture was diluted with ethyl acetate (40 mL), washed with 3M HCl (2×20 mL) and brine (1×20 mL), f... Reactants: BrC=1C=NC2=C(C=CC=C2C1)[N+](=O)[O-] (3-bromo-8-nitro_quinoline), N12CCNC(CC1)CC2 (1,4-diazabicyclo—[3.2.2]nonane), C([O-])([O-])=O.[Cs+].[Cs+] (cesium carbonate). Reagents/catalysts: C(C)(=O)[O-].C(C)(=O)[O-].[Pd+2] (palladium diacetate), C1(=CC=CC=C1)P(C1=C(C2=CC=CC=C2C=C1)C1=C(C=CC2=CC=CC=C12)P(C1=CC=CC=C1)C1=CC=CC=C1)C1=CC=CC=C1 (2,2′-bis(diphenylphosphino)-1,1′-binaphthyl). The solvent is O1CCCC1 (tetrahydrofuran), C1(=CC=CC=C1)C (toluene). Reaction conditions: temperature 85 celsius. The product is [N+](=O)([O-])C=1C=CC=C2C=C(C=NC12)N1CCN2CCC1CC2 (4-(8-Nitroquinolin-3-yl)-1,4-diazabicyclo[3.2.2]nonane). Yield: 71.9%. Reaction SMILES: Br[C:2]1[CH:3]=[N:4][C:5]2[C:10]([CH:11]=1)=[CH:9][CH:8]=[CH:7][C:6]=2[N+:12]([O-:14])=[O:13].[N:15]12[CH2:23][CH2:22][CH:19]([CH2:20][CH2:21]1)[NH:18][CH2:17][CH2:16]2.C(=O)([O-])[O-].[Cs+].[Cs+]>O1CCCC1.C1(C)C=CC=CC=1.C([O-])(=O)C.C([O-])(=O)C.[Pd+2].C1(P(C2C=CC=CC=2)C2C=CC3C(=CC=CC=3)C=2C2C3C(=CC=CC=3)C=CC=2P(C2C=CC=CC=2)C2C=CC=CC=2)C=CC=CC=1>[N+:12]([C:6]1[CH:7]=[CH:8][CH:9]=[C:10]2[C:5]=1[N:4]=[CH:3][C:2]([N:18]1[CH:19]3[CH2:22][CH2:23][N:15]([CH2:21][CH2:20]3)[CH2:16][CH2:17]1)=[CH:11]2)([O-:14])=[O:13] |f:2.3.4,7.8.9|. Procedure: 1.54 g (6.1 mmol) of 3-bromo-8-nitro_quinoline, 0.7 g (5.5 mmol) of 1,4-diazabicyclo—[3.2.2]nonane, 0.05 g (0.22 mmol) of palladium diacetate, 2.5 g (7.7 mmol) of cesium carbonate and 0.137 g (0.22 mmol) of 2,2′-bis(diphenylphosphino)-1,1′-binaphthyl, in 30 ml of tetrahydrofuran and 10 ml of toluene, are introduced consecutively into a 100 ml three-necked round-bottomed flask and the reaction mixture is heated at 80-90° C. for 24 h. The inorganic products are separated by filtration and the solv... The reactants are ClC1=C(C=CC=C1)CC=CCCl (1-chloro-2-(4-chloro-2- butenyl)benzene), C(C)N(CCCCCCC)CC (N,N-diethylheptanamine). The solvent is O (H2O). Product: [Cl-].C(C)[N+](CC=CCC1=C(C=CC=C1)Cl)(CCCCCCC)CC (N,N-Diethyl-4-(2-chlorophenyl)-N-heptyl-2-buten-1-aminium chloride). As a reaction SMILES: [Cl:1][C:2]1[CH:7]=[CH:6][CH:5]=[CH:4][C:3]=1[CH2:8][CH:9]=[CH:10][CH2:11]Cl.[CH2:13]([N:15]([CH2:23][CH3:24])[CH2:16][CH2:17][CH2:18][CH2:19][CH2:20][CH2:21][CH3:22])[CH3:14]>O>[Cl-:1].[CH2:23]([N+:15]([CH2:13][CH3:14])([CH2:16][CH2:17][CH2:18][CH2:19][CH2:20][CH2:21][CH3:22])[CH2:11][CH:10]=[CH:9][CH2:8][C:3]1[CH:4]=[CH:5][CH:6]=[CH:7][C:2]=1[Cl:1])[CH3:24] |f:3.4|. Procedure details: Combine 1.00 g (4.76 mmole) 1-chloro-2-(4-chloro-2- butenyl)benzene and 1.77 g (4.76 mmole) N,N-diethylheptanamine and heat at 100° C. ca. 20 hrs. Follow the progress of the reaction by TLC on silica gel (acetonitrile: ammonium hydroxide, 9:1). At the completion of the reaction, decant off the top layer of the two phase reaction mixture. Dissolve the bottom layer in 50 ml H2O. Extract with 3×100 ml hexane, 1×25 ml CH2Cl2. Dry CH2Cl2 over MgSO4 and treat with activated charcoal. Evaporate the sol...